This data is from the Open Reaction Database (ORD), a public repository of structured organic reaction records. The task is: describe an organic reaction: reactants, conditions, products, and yield Starting materials: BrBr, CC(=O)O, CCCc1c(C)ncn2ncnc12. Yields the product CCCc1c(CBr)ncn2ncnc12. RXN SMILES: [Br:1][Br:2].[C:16]([OH:17])(=[O:18])[CH3:19].[CH3:3][c:4]1[c:5]([CH2:13][CH2:14][CH3:15])[c:6]2[n:7]([cH:8][n:9]1)[n:10][cH:11][n:12]2>>[Br:1][CH2:3][c:4]1[c:5]([CH2:13][CH2:14][CH3:15])[c:6]2[n:7]([cH:8][n:9]1)[n:10][cH:11][n:12]2. Reactants: CCOC(=O)c1ccc(C=O)cc1, CC1(C)CC(C)(C)c2cc(C[P+](c3ccccc3)(c3ccccc3)c3ccccc3)ccc21, [Cl-]. As a reaction SMILES: [CH2:35]([CH3:36])[O:37][C:38](=[O:39])[c:40]1[cH:41][cH:42][c:43]([CH:44]=[O:45])[cH:46][cH:47]1.[CH3:2][C:3]1([CH3:34])[CH2:4][C:5]([CH3:32])([CH3:33])[c:6]2[cH:7][c:8]([CH2:12][P+:13]([c:14]3[cH:15][cH:16][cH:17][cH:18][cH:19]3)([c:20]3[cH:21][cH:22][cH:23][cH:24][cH:25]3)[c:26]3[cH:27][cH:28][cH:29][cH:30][cH:31]3)[cH:9][cH:10][c:11]21.[Cl-:1]>>[CH3:2][C:3]1([CH3:34])[CH2:4][C:5]([CH3:32])([CH3:33])[c:6]2[cH:7][c:8]([CH:12]=[CH:44][c:43]3[cH:42][cH:41][c:40]([C:38]([O:37][CH2:35][CH3:36])=[O:39])[cH:47][cH:46]3)[cH:9][cH:10][c:11]21. The product is CCOC(=O)c1ccc(C=Cc2ccc3c(c2)C(C)(C)CC3(C)C)cc1. Starting materials: NC1=C(N=NC2=C(C=CC=C12)Br)C(=O)NCCC (4-amino-8-bromo-N-propyl-cinnoline-3-carboxamide), CC1(OB(OC1(C)C)C=1C=C2C=CC=NC2=CC1)C (6-(4,4,5,5-tetramethyl-1,3,2-dioxa-borolane-2-yl)quinoline). Yields the product NC1=C(N=NC2=C(C=CC=C12)C=1C=C2C=CC=NC2=CC1)C(=O)NCCC (4-amino-N-propyl-8-(6-quinolyl)cinnoline-3-carboxamide). Yield: 89.0%. Reaction SMILES: [NH2:1][C:2]1[C:11]2[C:6](=[C:7](Br)[CH:8]=[CH:9][CH:10]=2)[N:5]=[N:4][C:3]=1[C:13]([NH:15][CH2:16][CH2:17][CH3:18])=[O:14].CC1(C)C(C)(C)OB([C:27]2[CH:28]=[C:29]3[C:34](=[CH:35][CH:36]=2)[N:33]=[CH:32][CH:31]=[CH:30]3)O1>>[NH2:1][C:2]1[C:11]2[C:6](=[C:7]([C:27]3[CH:28]=[C:29]4[C:34](=[CH:35][CH:36]=3)[N:33]=[CH:32][CH:31]=[CH:30]4)[CH:8]=[CH:9][CH:10]=2)[N:5]=[N:4][C:3]=1[C:13]([NH:15][CH2:16][CH2:17][CH3:18])=[O:14]. Procedure details: Using method A, 4-amino-8-bromo-N-propyl-cinnoline-3-carboxamide (100 mg, 0.33 mmol) and 6-(4,4,5,5-tetramethyl-1,3,2-dioxa-borolane-2-yl)quinoline (247 mg, 0.97 mmol) were reacted to afford the title compound (105 mg, 91.9% yield) as a pale-yellow solid. 1H NMR (300 MHz, CDCl3) δ 8.96 (dd, J=4.2 Hz, J′=1.7 Hz, 1H), 8.56 (br, 1H), 8.23 (d, J=8.4 Hz, 2H), 8.05-8.15 (m, 2H), 7.88-7.96 (m, 2H), 7.78 (t, J=7.7 Hz, 1H), 7.44 (dd, J=8.2 Hz, J′=4.2 Hz, 1H), 3.47 (q, J=6.7 Hz, 2H), 1.67 (m, J=7.2 Hz, 2H... Starting materials: Cn1ncc([N+](=O)[O-])c1Br, O=C([O-])[O-], [Cs+], [Cs+], O=C1CCCCCN1, C1COCCO1, O=C(C=Cc1ccccc1)C=Cc1ccccc1, O=C(C=Cc1ccccc1)C=Cc1ccccc1, O=C(C=Cc1ccccc1)C=Cc1ccccc1, [Pd], [Pd]. Product: Cn1ncc([N+](=O)[O-])c1N1CCCCCC1=O. RXN SMILES: [Br:9][c:10]1[c:11]([N+:16](=[O:17])[O-:18])[cH:12][n:13][n:14]1[CH3:15].[C:19](=[O:20])([O-:21])[O-:22].[Cs+:23].[Cs+:24].[O:1]=[C:2]1[CH2:3][CH2:4][CH2:5][CH2:6][CH2:7][NH:8]1.[O:25]1[CH2:26][CH2:27][O:28][CH2:29][CH2:30]1.[O:33]=[C:34]([CH:35]=[CH:36][c:37]1[cH:38][cH:39][cH:40][cH:41][cH:42]1)[CH:43]=[CH:44][c:45]1[cH:46][cH:47][cH:48][cH:49][cH:50]1.[O:51]=[C:52]([CH:53]=[CH:54][c:55]1[cH:56][cH:57][cH:58][cH:59][cH:60]1)[CH:61]=[CH:62][c:63]1[cH:64][cH:65][cH:66][cH:67][cH:68]1.[O:69]=[C:70]([CH:71]=[CH:72][c:73]1[cH:74][cH:75][cH:76][cH:77][cH:78]1)[CH:79]=[CH:80][c:81]1[cH:82][cH:83][cH:84][cH:85][cH:86]1.[Pd:31].[Pd:32]>>[O:1]=[C:2]1[CH2:3][CH2:4][CH2:5][CH2:6][CH2:7][N:8]1[c:10]1[c:11]([N+:16](=[O:17])[O-:18])[cH:12][n:13][n:14]1[CH3:15]. Reactants: [F-].C(CCC)[N+](CCCC)(CCCC)CCCC (tetrabutylammonium fluoride), OC(CN1C=CC=2C(=CC=CC12)C(=O)[O-])C1=CC=CC=C1 (1-(2-hydroxy-2-phenylethyl)indole-4-carboxylate), N1C=NC=C1 (imidazole), [Si](C)(C)(C(C)(C)C)Cl (t-butyldimethylsilyl chloride), [OH-].[Na+] (sodium hydroxide), [H-].[Al+3].[Li+].[H-].[H-].[H-] (lithium aluminum hydride). Reagents/catalysts: [O-2].[O-2].[Mn+4] (manganese dioxide). The solvent is C(Cl)Cl (methylene chloride), O (water), O (water), O1CCCC1 (tetrahydrofuran), O1CCCC1 (tetrahydrofuran), O (water), CN(C=O)C (dimethylformamide), O (water), O1CCCC1 (tetrahydrofuran). Run at time 1.5 hour. The product is OC(CN1C=CC=2C(=CC=CC12)C=O)C1=CC=CC=C1 (1-(2-hydroxy-2-phenylethyl)indole-4-carbaldehyde). Yield: 73.0%. As a reaction SMILES: [OH:1][CH:2]([C:16]1[CH:21]=[CH:20][CH:19]=[CH:18][CH:17]=1)[CH2:3][N:4]1[C:12]2[CH:11]=[CH:10][CH:9]=[C:8]([C:13]([O-])=[O:14])[C:7]=2[CH:6]=[CH:5]1.N1C=CN=C1.[Si](Cl)(C(C)(C)C)(C)C.[H-].[Al+3].[Li+].[H-].[H-].[H-].[OH-].[Na+].[F-].C([N+](CCCC)(CCCC)CCCC)CCC>CN(C)C=O.O1CCCC1.C(Cl)Cl.[O-2].[O-2].[Mn+4].O>[OH:1][CH:2]([C:16]1[CH:21]=[CH:20][CH:19]=[CH:18][CH:17]=1)[CH2:3][N:4]1[C:12]2[CH:11]=[CH:10][CH:9]=[C:8]([CH:13]=[O:14])[C:7]=2[CH:6]=[CH:5]1 |f:3.4.5.6.7.8,9.10,11.12,16.17.18|. Reported procedure: There were dissolved, in 40 ml of dimethylformamide, 5.14 g of 1-(2-hydroxy-2-phenylethyl)indole-4-carboxylate prepared in Example 320, 2.37 g of imidazole and 4.50 g of t-butyldimethylsilyl chloride and the resulting solution was stirred at room temperature for 21 hours. The solution was then poured into 100 ml of water and extracted with ethyl acetate (100 ml×2). The extract was washed in order with a 10% citric acid aqueous solution, a saturated sodium hydrogen carbonate aqueous solution and ... Reactants: CC1=CC=C(OC=2C=C(C=O)C=CC2)C=C1 (3-(4-Methylphenoxy)benzaldehyde), [C@@H]1(CCCC2=CC=CC=C12)N ((1S)-1,2,3,4-tetrahydro-1-naphthalenylamine). The product is CC1=CC=C(OC=2C=C(CN[C@H]3CCCC4=CC=CC=C34)C=CC2)C=C1 (N-[3-(4-methylphenoxy)benzyl]-N-[(1S)-1,2,3,4-tetrahydro-1-naphthalenyl]amine). As a reaction SMILES: [CH3:1][C:2]1[CH:16]=[CH:15][C:5]([O:6][C:7]2[CH:8]=[C:9]([CH:12]=[CH:13][CH:14]=2)[CH:10]=O)=[CH:4][CH:3]=1.[C@@H:17]1([NH2:27])[C:26]2[C:21](=[CH:22][CH:23]=[CH:24][CH:25]=2)[CH2:20][CH2:19][CH2:18]1>>[CH3:1][C:2]1[CH:16]=[CH:15][C:5]([O:6][C:7]2[CH:8]=[C:9]([CH:12]=[CH:13][CH:14]=2)[CH2:10][NH:27][C@@H:17]2[C:26]3[C:21](=[CH:22][CH:23]=[CH:24][CH:25]=3)[CH2:20][CH2:19][CH2:18]2)=[CH:4][CH:3]=1. Procedure: 3-(4-Methylphenoxy)benzaldehyde and (1S)-1,2,3,4-tetrahydro-1-naphthalenylamine were processed as described in Example 1A to provide the title compound. Starting materials: CC(C)(C(=O)Nc1nccs1)C(c1ccccc1)c1ccc(Br)cc1, COc1ccc(B(O)O)cc1, [K+], [K+], O=C([O-])[O-], CN(C)C=O, c1ccc(P(c2ccccc2)(c2ccccc2)[Pd](P(c2ccccc2)(c2ccccc2)c2ccccc2)(P(c2ccccc2)(c2ccccc2)c2ccccc2)P(c2ccccc2)(c2ccccc2)c2ccccc2)cc1. Yields the product COc1ccc(-c2ccc(C(c3ccccc3)C(C)(C)C(=O)Nc3nccs3)cc2)cc1. As a reaction SMILES: [Br:1][c:2]1[cH:3][cH:4][c:5]([CH:8]([C:9]([C:10](=[O:11])[NH:12][c:13]2[s:14][cH:15][cH:16][n:17]2)([CH3:18])[CH3:19])[c:20]2[cH:21][cH:22][cH:23][cH:24][cH:25]2)[cH:6][cH:7]1.[CH3:26][O:27][c:28]1[cH:29][cH:30][c:31]([B:34]([OH:35])[OH:36])[cH:32][cH:33]1.[K+:37].[K+:38].[O-:39][C:40]([O-:41])=[O:42].[O:120]=[CH:121][N:122]([CH3:123])[CH3:124].[cH:43]1[cH:44][cH:45][c:46]([P:47]([Pd:48]([P:49]([c:50]2[cH:51][cH:52][cH:53][cH:54][cH:55]2)([c:56]2[cH:57][cH:58][cH:59][cH:60][cH:61]2)[c:62]2[cH:63][cH:64][cH:65][cH:66][cH:67]2)([P:68]([c:69]2[cH:70][cH:71][cH:72][cH:73][cH:74]2)([c:75]2[cH:76][cH:77][cH:78][cH:79][cH:80]2)[c:81]2[cH:82][cH:83][cH:84][cH:85][cH:86]2)[P:87]([c:88]2[cH:89][cH:90][cH:91][cH:92][cH:93]2)([c:94]2[cH:95][cH:96][cH:97][cH:98][cH:99]2)[c:100]2[cH:101][cH:102][cH:103][cH:104][cH:105]2)([c:106]2[cH:107][cH:108][cH:109][cH:110][cH:111]2)[c:112]2[cH:113][cH:114][cH:115][cH:116][cH:117]2)[cH:118][cH:119]1>>[c:2]1(-[c:31]2[cH:30][cH:29][c:28]([O:27][CH3:26])[cH:33][cH:32]2)[cH:3][cH:4][c:5]([CH:8]([C:9]([C:10](=[O:11])[NH:12][c:13]2[s:14][cH:15][cH:16][n:17]2)([CH3:18])[CH3:19])[c:20]2[cH:21][cH:22][cH:23][cH:24][cH:25]2)[cH:6][cH:7]1. Reactants: CCC(=O)Cl, ClCCl, O=C(CBr)Nc1cccc(O)c1, c1ccncc1. The product is CCC(=O)Oc1cccc(NC(=O)CBr)c1. As a reaction SMILES: [C:13]([CH2:14][CH3:15])(=[O:16])[Cl:17].[CH2:24]([Cl:25])[Cl:26].[OH:1][c:2]1[cH:3][c:4]([NH:5][C:6]([CH2:7][Br:8])=[O:9])[cH:10][cH:11][cH:12]1.[cH:18]1[cH:19][cH:20][n:21][cH:22][cH:23]1>>[O:1]([c:2]1[cH:3][c:4]([NH:5][C:6]([CH2:7][Br:8])=[O:9])[cH:10][cH:11][cH:12]1)[C:13]([CH2:14][CH3:15])=[O:16].